This data is from the Open Reaction Database (ORD), a public repository of structured organic reaction records. The task is: describe an organic reaction: reactants, conditions, products, and yield Reactants: material, CCCCCC (Hexane), Cl.N1=CC=CC=C1 (pyridine hydrochloride), C1=CC=C(C=C1)C2=CC=CC=C2.C1=CC=C(C=C1)OC2=CC=CC=C2 (phenyl ether-biphenyl eutectic). Reaction conditions: temperature 70 celsius, time 30 minute. Yields the product OC=1C=C2C=CC=C(C2=CC1)C1=CC2=CC3=CC=CC=C3C=C2C=C1 (2-(6-hydroxynaphthyl)anthracene). Isolated yield 86.0%. Reaction SMILES: Cl.N1[CH:7]=[CH:6][CH:5]=[CH:4][CH:3]=1.[CH:8]1[CH:13]=[CH:12][C:11]([C:14]2[CH:19]=[CH:18][CH:17]=[CH:16][CH:15]=2)=[CH:10][CH:9]=1.C1C=[CH:24][C:23]([O:26]C2C=CC=CC=2)=[CH:22][CH:21]=1.[CH3:33][CH2:34][CH2:35]CCC>>[OH:26][C:23]1[CH:24]=[C:18]2[C:19](=[CH:21][CH:22]=1)[C:14]([C:11]1[CH:12]=[CH:13][C:8]3[C:9](=[CH:3][C:4]4[C:34]([CH:35]=3)=[CH:33][CH:7]=[CH:6][CH:5]=4)[CH:10]=1)=[CH:15][CH:16]=[CH:17]2 |f:0.1,2.3|. Procedure: Starting material (35.0 g, 71.4 mmol), pyridine hydrochloride (72.0 g, 682 mmol), and 105 mL of phenyl ether-biphenyl eutectic were placed under nitrogen in a round bottomed flask equipped with a condenser. The reaction was refluxed for 2 days and then cooled slightly. Hexane was added to prevent the mixture from solidifying and the mixture was stirred for 30 minutes. The solid was collected by vacuum filtration. The solid product was added to an Erlenmeyer with ethanol and heated at 70° C. for ... The reactants are CN, CO, COC(=O)C1OC1c1ccc(C)cc1. Product: CNC(=O)C1OC1c1ccc(C)cc1. As a reaction SMILES: [CH3:15][NH2:16].[CH3:17][OH:18].[CH3:1][O:2][C:3]([CH:4]1[CH:5]([c:7]2[cH:8][cH:9][c:10]([CH3:13])[cH:11][cH:12]2)[O:6]1)=[O:14]>>[O:2]=[C:3]([CH:4]1[CH:5]([c:7]2[cH:8][cH:9][c:10]([CH3:13])[cH:11][cH:12]2)[O:6]1)[NH:16][CH3:15]. Starting materials: CCOC(=O)COc1ccc(C(=O)N2CC(CN(C(=O)C(C)(C)C)C(C)c3cccc4ccccc34)C(c3ccccc3)C2)cc1, C1COCCO1, Cl, C1COCCO1. Product: CCOC(=O)COc1ccc(C(=O)N2CC(CNC(C)c3cccc4ccccc34)C(c3ccccc3)C2)cc1. RXN SMILES: [C:1]([C:2](=[O:3])[N:7]([CH:8]([CH3:9])[c:10]1[cH:11][cH:12][cH:13][c:14]2[cH:15][cH:16][cH:17][cH:18][c:19]12)[CH2:20][CH:21]1[CH2:22][N:23]([C:32](=[O:33])[c:34]2[cH:35][cH:36][c:37]([O:38][CH2:39][C:40](=[O:41])[O:42][CH2:43][CH3:44])[cH:45][cH:46]2)[CH2:24][CH:25]1[c:26]1[cH:27][cH:28][cH:29][cH:30][cH:31]1)([CH3:4])([CH3:5])[CH3:6].[CH2:54]1[O:55][CH2:56][CH2:57][O:58][CH2:59]1.[ClH:53].[O:47]1[CH2:48][CH2:49][O:50][CH2:51][CH2:52]1>>[NH:7]([CH:8]([CH3:9])[c:10]1[cH:11][cH:12][cH:13][c:14]2[cH:15][cH:16][cH:17][cH:18][c:19]12)[CH2:20][CH:21]1[CH2:22][N:23]([C:32](=[O:33])[c:34]2[cH:35][cH:36][c:37]([O:38][CH2:39][C:40](=[O:41])[O:42][CH2:43][CH3:44])[cH:45][cH:46]2)[CH2:24][CH:25]1[c:26]1[cH:27][cH:28][cH:29][cH:30][cH:31]1. Starting materials: C(C)(=O)Cl (acetyl chloride), [Cl-].[Al+3].[Cl-].[Cl-] (aluminum chloride), ice, C(C)(=O)N1CCC2=CC=CC=C12 (1-Acetyl-2,3-dihydro-1H-indole), [BH4-].[Na+] (Sodium borohydride). The solvent is ClCCCl (1,2-dichloroethane), O (Water), ClCCCl (1,2-dichloroethane). Run at time 1 hour. The product is C(C)(=O)N1CCC2=CC(=CC=C12)C(O)C ((±)-1-Acetyl-2,3-dihydro-α-methyl-1H-indole-5-methanol). Yield: 89.8%. Reaction SMILES: [C:1]([N:4]1[C:12]2[C:7](=[CH:8][CH:9]=[CH:10][CH:11]=2)[CH2:6][CH2:5]1)(=[O:3])[CH3:2].[C:13](Cl)(=[O:15])[CH3:14].[Cl-].[Al+3].[Cl-].[Cl-].[BH4-].[Na+]>ClCCCl.O>[C:1]([N:4]1[C:12]2[C:7](=[CH:8][C:9]([CH:13]([CH3:14])[OH:15])=[CH:10][CH:11]=2)[CH2:6][CH2:5]1)(=[O:3])[CH3:2] |f:2.3.4.5,6.7|. Procedure details: 1-Acetyl-2,3-dihydro-1H-indole (16.1 g, 0.1 mol) in 1,2-dichloroethane (60 ml) was added dropwise to refluxing mixture of acetyl chloride (21.33 ml, 23.55 g, 0.3 mol) and aluminum chloride (40.0 g, 0.3 mol) in 1,2-dichloroethane (40 ml). The mixture was heated under reflux for 2 hours, cooled and poured onto crushed ice (1 Kg). The mixture was extracted with dichloromethane (3×500 ml) and the combined organic fractions were dried (Na2SO4) and evaporated under reduced pressure. Ethanol (400 ml) w... Reactants: OC=1C=C(C=C(C(=O)O)C1)C(=O)O (5-hydroxyisophthalic acid), C(C)(=O)OC(C)=O (acetic acid anhydride). Yields the product C(C)(=O)OC=1C=C(C=C(C(=O)O)C1)C(=O)O (5-Acetoxyisophthalic Acid). Reaction SMILES: [OH:1][C:2]1[CH:3]=[C:4]([C:11]([OH:13])=[O:12])[CH:5]=[C:6]([CH:10]=1)[C:7]([OH:9])=[O:8].[C:14](OC(=O)C)(=[O:16])[CH3:15]>>[C:14]([O:1][C:2]1[CH:3]=[C:4]([C:11]([OH:13])=[O:12])[CH:5]=[C:6]([CH:10]=1)[C:7]([OH:9])=[O:8])(=[O:16])[CH3:15]. Procedure: 5-hydroxyisophthalic acid (45.5 grams, 0.25 mole) was heated in acetic acid anhydride (102 grams, 1 mole) to reflux for one-half hour until dissolved. Refluxing was continued for a total time of 5 hours. Excess acetic acid anhydride was removed in vacuum and white product was recrystallized twice from a chloroform/toluene (50/50 weight/weight) mixture. Yield was 48 grams, which was 86% of theoretical yield. A melting point was determined, as in all of the preparations and examples using a Thomas... Reactants: NC1=NC(=CC(=N1)N1CCC2(C[C@H](NC2)C(=O)OCC)CC1)O[C@@H](C(F)(F)F)C1=C(C=CC(=C1)C=C)N1N=C(C=C1)C ((S)-ethyl 8-(2-amino-6-((R)-2,2,2-trifluoro-1-(2-(3-methyl-1H-pyrazol-1-yl)-5-vinylphenyl)ethoxy)pyrimidin-4-yl)-2,8-diazaspiro[4.5]decane-3-carboxylate), [Li+].[OH-] (LiOH). Yields the product NC1=NC(=CC(=N1)N1CCC2(C[C@H](NC2)C(=O)O)CC1)O[C@@H](C(F)(F)F)C1=C(C=CC(=C1)C=C)N1N=C(C=C1)C ((S)-8-(2-amino-6-((R)-2,2,2-trifluoro-1-(2-(3-methyl-1H-pyrazol-1-yl)-5-vinylphenyl)ethoxy)pyrimidin-4-yl)-2,8-diazaspiro[4.5]decane-3-carboxylic acid). As a reaction SMILES: [NH2:1][C:2]1[N:7]=[C:6]([N:8]2[CH2:22][CH2:21][C:11]3([CH2:15][NH:14][C@H:13]([C:16]([O:18]CC)=[O:17])[CH2:12]3)[CH2:10][CH2:9]2)[CH:5]=[C:4]([O:23][C@H:24]([C:29]2[CH:34]=[C:33]([CH:35]=[CH2:36])[CH:32]=[CH:31][C:30]=2[N:37]2[CH:41]=[CH:40][C:39]([CH3:42])=[N:38]2)[C:25]([F:28])([F:27])[F:26])[N:3]=1.[Li+].[OH-]>>[NH2:1][C:2]1[N:7]=[C:6]([N:8]2[CH2:22][CH2:21][C:11]3([CH2:15][NH:14][C@H:13]([C:16]([OH:18])=[O:17])[CH2:12]3)[CH2:10][CH2:9]2)[CH:5]=[C:4]([O:23][C@H:24]([C:29]2[CH:34]=[C:33]([CH:35]=[CH2:36])[CH:32]=[CH:31][C:30]=2[N:37]2[CH:41]=[CH:40][C:39]([CH3:42])=[N:38]2)[C:25]([F:28])([F:27])[F:26])[N:3]=1 |f:1.2|. Procedure details: Hydrolysis of (S)-ethyl 8-(2-amino-6-((R)-2,2,2-trifluoro-1-(2-(3-methyl-1H-pyrazol-1-yl)-5-vinylphenyl)ethoxy)pyrimidin-4-yl)-2,8-diazaspiro[4.5]decane-3-carboxylate using the LiOH general method provided the title compound as a white solid.